This data is from the Open Reaction Database (ORD), a public repository of structured organic reaction records. The task is: describe an organic reaction: reactants, conditions, products, and yield The reactants are CO, Cl, [Na+], [OH-], COC(=O)c1ccc(-c2ccccc2)cc1NC(=O)c1cc(C2CCN(CCO)CC2)ccc1O. Product: O=C(Nc1cc(-c2ccccc2)ccc1C(=O)O)c1cc(C2CCN(CCO)CC2)ccc1O. Reaction SMILES: [CH3:39][OH:40].[ClH:38].[Na+:2].[OH-:1].[OH:3][c:4]1[c:5]([C:6](=[O:7])[NH:8][c:9]2[c:10]([C:11](=[O:12])[O:13][CH3:14])[cH:15][cH:16][c:17](-[c:19]3[cH:20][cH:21][cH:22][cH:23][cH:24]3)[cH:18]2)[cH:25][c:26]([CH:29]2[CH2:30][CH2:31][N:32]([CH2:35][CH2:36][OH:37])[CH2:33][CH2:34]2)[cH:27][cH:28]1>>[OH:3][c:4]1[c:5]([C:6](=[O:7])[NH:8][c:9]2[c:10]([C:11](=[O:12])[OH:13])[cH:15][cH:16][c:17](-[c:19]3[cH:20][cH:21][cH:22][cH:23][cH:24]3)[cH:18]2)[cH:25][c:26]([CH:29]2[CH2:30][CH2:31][N:32]([CH2:35][CH2:36][OH:37])[CH2:33][CH2:34]2)[cH:27][cH:28]1.